This data is from the Open Reaction Database (ORD), a public repository of structured organic reaction records. The task is: describe an organic reaction: reactants, conditions, products, and yield Reactants: CC(=O)N1CCCC(c2ccc(Br)cc2)C1, CO, [Li+], C1CCOC1, [OH-], O, O. Reaction SMILES: [C:1](=[O:2])([CH3:3])[N:4]1[CH2:5][CH:6]([c:10]2[cH:11][cH:12][c:13]([Br:16])[cH:14][cH:15]2)[CH2:7][CH2:8][CH2:9]1.[CH3:22][OH:23].[Li+:26].[O:17]1[CH2:18][CH2:19][CH2:20][CH2:21]1.[OH-:25].[OH2:24].[OH2:27]>>[NH:4]1[CH2:5][CH:6]([c:10]2[cH:11][cH:12][c:13]([Br:16])[cH:14][cH:15]2)[CH2:7][CH2:8][CH2:9]1. Yields the product Brc1ccc(C2CCCNC2)cc1. The reactants are CCOc1c(-c2c[nH]c3ccc(C(C)=CC(=O)OC)cc23)cc(C(C)C)cc1C(C)C, CO, Cl, [Na+], [OH-]. The product is CCOc1c(-c2c[nH]c3ccc(C(C)=CC(=O)O)cc23)cc(C(C)C)cc1C(C)C. RXN SMILES: [CH3:1][O:2][C:3]([CH:4]=[C:5]([CH3:6])[c:7]1[cH:8][c:9]2[c:10](-[c:16]3[c:17]([O:28][CH2:29][CH3:30])[c:18]([CH:25]([CH3:26])[CH3:27])[cH:19][c:20]([CH:22]([CH3:23])[CH3:24])[cH:21]3)[cH:11][nH:12][c:13]2[cH:14][cH:15]1)=[O:31].[CH3:34][OH:35].[ClH:36].[Na+:33].[OH-:32]>>[O:2]=[C:3]([CH:4]=[C:5]([CH3:6])[c:7]1[cH:8][c:9]2[c:10](-[c:16]3[c:17]([O:28][CH2:29][CH3:30])[c:18]([CH:25]([CH3:26])[CH3:27])[cH:19][c:20]([CH:22]([CH3:23])[CH3:24])[cH:21]3)[cH:11][nH:12][c:13]2[cH:14][cH:15]1)[OH:31]. Reactants: O=C1CCC(=O)N1Br, CCOC(C)=O, OCc1cc(Cl)cc(C(F)(F)F)c1, C1CCOC1, c1ccc(P(c2ccccc2)c2ccccc2)cc1. The product is FC(F)(F)c1cc(Cl)cc(CBr)c1. As a reaction SMILES: [Br:33][N:34]1[C:35](=[O:36])[CH2:37][CH2:38][C:39]1=[O:40].[CH3:46][CH2:47][O:48][C:49](=[O:50])[CH3:51].[Cl:1][c:2]1[cH:3][c:4]([CH2:12][OH:13])[cH:5][c:6]([C:8]([F:9])([F:10])[F:11])[cH:7]1.[O:41]1[CH2:42][CH2:43][CH2:44][CH2:45]1.[c:14]1([P:15]([c:16]2[cH:17][cH:18][cH:19][cH:20][cH:21]2)[c:22]2[cH:23][cH:24][cH:25][cH:26][cH:27]2)[cH:28][cH:29][cH:30][cH:31][cH:32]1>>[Cl:1][c:2]1[cH:3][c:4]([CH2:12][Br:33])[cH:5][c:6]([C:8]([F:9])([F:10])[F:11])[cH:7]1.